Dataset: the Open Reaction Database (ORD), a public repository of structured organic reaction records. Task: describe an organic reaction: reactants, conditions, products, and yield Reactants: COC(=O)c1ccc(CCBr)cc1, Oc1cc(Cl)ccc1-c1nc2cc(F)c(F)cc2n1CC1CCCCC1. Yields the product COC(=O)c1ccc(CCOc2cc(Cl)ccc2-c2nc3cc(F)c(F)cc3n2CC2CCCCC2)cc1. As a reaction SMILES: [CH3:27][O:28][C:29]([c:30]1[cH:31][cH:32][c:33]([CH2:36][CH2:37][Br:38])[cH:34][cH:35]1)=[O:39].[Cl:1][c:2]1[cH:3][cH:4][c:5](-[c:9]2[n:10][c:11]3[c:12]([n:13]2[CH2:14][CH:15]2[CH2:16][CH2:17][CH2:18][CH2:19][CH2:20]2)[cH:21][c:22]([F:26])[c:23]([F:25])[cH:24]3)[c:6]([OH:8])[cH:7]1>>[Cl:1][c:2]1[cH:3][cH:4][c:5](-[c:9]2[n:10][c:11]3[c:12]([n:13]2[CH2:14][CH:15]2[CH2:16][CH2:17][CH2:18][CH2:19][CH2:20]2)[cH:21][c:22]([F:26])[c:23]([F:25])[cH:24]3)[c:6]([O:8][CH2:37][CH2:36][c:33]2[cH:32][cH:31][c:30]([C:29]([O:28][CH3:27])=[O:39])[cH:35][cH:34]2)[cH:7]1. The reactants are FC(C1=NC2=CC=CC=C2C(=N1)O)(C1=NC=C(C=C1)F)F (2-(difluoro(5-fluoropyridin-2-yl)methyl)quinazolin-4-ol), P(=O)(Cl)(Cl)Cl (phosphorous oxychloride), CC1=CC(=NN1)N (5-methyl-1H-pyrazol-3-amine), CCN(C(C)C)C(C)C (DIEA), [I-].[K+] (potassium iodide). Run in C(C)(=O)O (Acetic acid), CN(C)C=O (DMF). Reaction conditions: temperature 90 celsius, time 8 hour. Yields the product FC(C1=NC2=CC=CC=C2C(=N1)NC1=NNC(=C1)C)(C1=NC=C(C=C1)F)F (2-(difluoro(5-fluoropyridin-2-yl)methyl)-N-(5-methyl-1H-pyrazol-3-yl)quinazolin-4-amine). Yield: 34.9%. Reaction SMILES: [F:1][C:2]([F:21])([C:14]1[CH:19]=[CH:18][C:17]([F:20])=[CH:16][N:15]=1)[C:3]1[N:12]=[C:11](O)[C:10]2[C:5](=[CH:6][CH:7]=[CH:8][CH:9]=2)[N:4]=1.P(Cl)(Cl)(Cl)=O.[CH3:27][C:28]1[NH:32][N:31]=[C:30]([NH2:33])[CH:29]=1.CCN(C(C)C)C(C)C.[I-].[K+]>CN(C=O)C.C(O)(=O)C>[F:1][C:2]([F:21])([C:14]1[CH:19]=[CH:18][C:17]([F:20])=[CH:16][N:15]=1)[C:3]1[N:12]=[C:11]([NH:33][C:30]2[CH:29]=[C:28]([CH3:27])[NH:32][N:31]=2)[C:10]2[C:5](=[CH:6][CH:7]=[CH:8][CH:9]=2)[N:4]=1 |f:4.5|. Procedure details: To 2-(difluoro(5-fluoropyridin-2-yl)methyl)quinazolin-4-ol (200 mg, 0.68 mmol) was added phosphorous oxychloride (4 mL) and the mixture was heated at 90° C. for 1 h. The mixture was concentrated and toluene (4 mL) was added and evaporated. This crude material was partitioned between EtOAc and a saturated sodium bicarbonate solution and the organic layer was dried over sodium sulfate and concentrated to afford a yellow solid. To this solid was added a solution of 5-methyl-1H-pyrazol-3-amine (100 ... Reactants: [H-].[Na+] (NaH), C1(=CC=CC=C1)[C@H](C)NC1=NC=CC(=N1)N1C=NC2=C1C=CC(=C2)O (2-[(S)-1-Phenylethylamino]-4-[5-hydroxybenzimidazol-1-yl]-pyrimidine), C(C1=CC=CC=C1)OC(=O)N1C(CCC1)COS(=O)(=O)C (N-benzyloxycarbonyl-2-(methanesulfonyloxy)methylpyrrolidine). Solvent: C(=O)(O)[O-].[Na+] (NaHCO3), CN(C)C=O (DMF). Conditions: temperature 80 celsius. Yields the product C1(=CC=CC=C1)[C@H](C)NC1=NC=CC(=N1)N1C=NC2=C1C=CC(=C2)OCC2N(CCC2)C(=O)OCC2=CC=CC=C2 (2-[(S)-1-Phenylethylamino]-4-[5-((N-benzyloxycarbonyl-pyrrolidin-2-yl)methoxy)benzimidazol-1-yl]pyrimidine). Yield: 48.6%. As a reaction SMILES: [C:1]1([C@@H:7]([NH:9][C:10]2[N:15]=[C:14]([N:16]3[C:20]4[CH:21]=[CH:22][C:23]([OH:25])=[CH:24][C:19]=4[N:18]=[CH:17]3)[CH:13]=[CH:12][N:11]=2)[CH3:8])[CH:6]=[CH:5][CH:4]=[CH:3][CH:2]=1.[H-].[Na+].[CH2:28]([O:35][C:36]([N:38]1[CH2:42][CH2:41][CH2:40][CH:39]1[CH2:43]OS(C)(=O)=O)=[O:37])[C:29]1[CH:34]=[CH:33][CH:32]=[CH:31][CH:30]=1>CN(C=O)C.C([O-])(O)=O.[Na+]>[C:1]1([C@@H:7]([NH:9][C:10]2[N:15]=[C:14]([N:16]3[C:20]4[CH:21]=[CH:22][C:23]([O:25][CH2:43][CH:39]5[CH2:40][CH2:41][CH2:42][N:38]5[C:36]([O:35][CH2:28][C:29]5[CH:34]=[CH:33][CH:32]=[CH:31][CH:30]=5)=[O:37])=[CH:24][C:19]=4[N:18]=[CH:17]3)[CH:13]=[CH:12][N:11]=2)[CH3:8])[CH:2]=[CH:3][CH:4]=[CH:5][CH:6]=1 |f:1.2,5.6|. Reported procedure: 2-[(S)-1-Phenylethylamino]-4-[5-hydroxybenzimidazol-1-yl]-pyrimidine (25 mg) was dissolved in DMF (2.0 mL) and NaH (60%, 6.0 mg) was added followed by N-benzyloxycarbonyl-2-(methanesulfonyloxy)methylpyrrolidine (20 mg) and the resulting suspension was heated to 80° C. for 1 hour. After cooling to room temperature, the solution was then diluted with 10 mL of aqueous saturated NaHCO3 and extracted with 2×10 mL of of EtOAc. The combined organic extracts were then dried (MgSO4) and concentrated unde... Yields the product C(C)C1=CC(=C(C(=O)N)C=C1)[N+](=O)[O-] (4-ethyl-2-nitrobenzamide). Solvent: O (water). Yield: 60.9%. Reactants: C(C)C1=CC(=C(C=C1)C#N)[N+](=O)[O-] (4-ethyl-2-nitrobenzenecarbonitrile), C(C)O (ethanol), [H][H] (hydrogen), [OH-].[Na+] (sodium hydroxide). Run at time 1 hour. Reported procedure: A mixture of 2 parts of 4-ethyl-2-nitrobenzenecarbonitrile, 31.6 parts of ethanol, 27.8 parts of hydrogen perioxide (30%) and 1.7 ml of sodium hydroxide 6N was stirred for 1 hour at room temperature. The reaction mixture was diluted with water and the product was extracted with dichloromethane (3×). the combined extracts were washed with water, dried, filtered and evaporated. The residue was crystallized from 2,2'-oxybispropane. The product was filtered off and dried, yielding 1.3 parts (60.9%) ... As a reaction SMILES: [CH2:1]([C:3]1[CH:8]=[CH:7][C:6]([C:9]#[N:10])=[C:5]([N+:11]([O-:13])=[O:12])[CH:4]=1)[CH3:2].C([OH:16])C.[H][H].[OH-].[Na+]>O>[CH2:1]([C:3]1[CH:8]=[CH:7][C:6]([C:9]([NH2:10])=[O:16])=[C:5]([N+:11]([O-:13])=[O:12])[CH:4]=1)[CH3:2] |f:3.4|. Procedure: A mixture of 0.5 g (~1.3 mmol) of 7-cyano-1-(2-ethoxycarbonylethyl)-8-trifluoromethyl[1,2,4]triazolo[4,3-a]quinoxalin-4(5H)-one and 25 ml of 1N sodium hydroxide was stirred at 25° C. for 2 h. The solution was cooled in an ice bath and acidified with 4N hydrochloric acid to pH=2. The precipitate was filtered off to give 0.29 g (~63%) of the title compound. Run at temperature 25 celsius, time 2 hour. Reaction SMILES: [C:1]([C:3]1[CH:4]=[C:5]2[C:10](=[CH:11][C:12]=1[C:13]([F:16])([F:15])[F:14])[N:9]1[C:17]([CH2:20][CH2:21][C:22]([O:24]CC)=[O:23])=[N:18][N:19]=[C:8]1[C:7](=[O:27])[NH:6]2)#[N:2].[OH-].[Na+].Cl>>[C:22]([CH2:21][CH2:20][C:17]1[N:9]2[C:10]3[C:5]([NH:6][C:7](=[O:27])[C:8]2=[N:19][N:18]=1)=[CH:4][C:3]([C:1]#[N:2])=[C:12]([C:13]([F:15])([F:16])[F:14])[CH:11]=3)([OH:24])=[O:23] |f:1.2|. The yield is 63.5%. Starting materials: C(#N)C=1C=C2NC(C=3N(C2=CC1C(F)(F)F)C(=NN3)CCC(=O)OCC)=O (7-cyano-1-(2-ethoxycarbonylethyl)-8-trifluoromethyl[1,2,4]triazolo[4,3-a]quinoxalin-4(5H)-one), [OH-].[Na+] (sodium hydroxide), Cl (hydrochloric acid). Product: C(=O)(O)CCC1=NN=C2N1C1=CC(=C(C=C1NC2=O)C#N)C(F)(F)F (1-(2-Carboxyethyl)-7-cyano-8-trifluoromethyl[1,2,4]triazolo[4,3-a]quinoxalin-4(5H)-one). Starting materials: ClC1=CC=C(C=CC#N)C=C1 (p-chlorocinnamonitrile), OCC[N+](C)(C)C (choline), C(C)O (ethanol), N(N)C=1SC2=C(N1)C=CC=C2 (2-hydrazinobenzothiazole). The solvent is CO (methanol). Yields the product NC1=NN(C(C1)C1=CC=C(C=C1)Cl)C=1SC2=C(N1)C=CC=C2 (2-[3-Amino-5-(p-chlorophenyl)-2-pyrazolin-1-yl]benzothiazole). As a reaction SMILES: [Cl:1][C:2]1[CH:11]=[CH:10][C:5]([CH:6]=[CH:7][C:8]#[N:9])=[CH:4][CH:3]=1.C(O)C.[NH:15]([C:17]1[S:18][C:19]2[CH:25]=[CH:24][CH:23]=[CH:22][C:20]=2[N:21]=1)[NH2:16].OCC[N+](C)(C)C>CO>[NH2:9][C:8]1[CH2:7][CH:6]([C:5]2[CH:4]=[CH:3][C:2]([Cl:1])=[CH:11][CH:10]=2)[N:15]([C:17]2[S:18][C:19]3[CH:25]=[CH:24][CH:23]=[CH:22][C:20]=3[N:21]=2)[N:16]=1. Procedure: A mixture of 3.28 g. of p-chlorocinnamonitrile, 50 ml. of absolute ethanol, 3.1 g. of 2-hydrazinobenzothiazole and 1.0 g. of 50% w/v choline in methanol is refluxed on a steam bath for 16 hours. The reaction mixture is cooled and the precipitate is collected by filtration. The solid is washed with ethanol to yield 3.2 g. of crude product. This material is recrystallized from acetone to give 1.65 g. of the product of the Example as yellow crystals, m.p. 273°-275° C. Reactants: COC(=O)C=1NN=C(C1)OCC=1C(=NOC1C)C1=NC=C(C=C1)F (5-[3-(5-fluoro-pyridin-2-yl)-5-methyl-isoxazol-4-ylmethoxy]-2H-pyrazole-3-carboxylic acid methyl ester), NC1COCC1 (rac-3-aminotetrahydrofuran). Yields the product O1CC(CC1)NC(=O)C=1NN=C(C1)OCC=1C(=NOC1C)C1=NC=C(C=C1)F (Rac-5-[3-(5-Fluoro-pyridin-2-yl)-5-methyl-isoxazol-4-ylmethoxy]-2H-pyrazole-3-carboxylic acid (tetrahydro-furan-3-yl)-amide). Yield: 40.0%. RXN SMILES: CO[C:3]([C:5]1[NH:6][N:7]=[C:8]([O:10][CH2:11][C:12]2[C:13]([C:18]3[CH:23]=[CH:22][C:21]([F:24])=[CH:20][N:19]=3)=[N:14][O:15][C:16]=2[CH3:17])[CH:9]=1)=[O:4].[NH2:25][CH:26]1[CH2:30][CH2:29][O:28][CH2:27]1>>[O:28]1[CH2:29][CH2:30][CH:26]([NH:25][C:3]([C:5]2[NH:6][N:7]=[C:8]([O:10][CH2:11][C:12]3[C:13]([C:18]4[CH:23]=[CH:22][C:21]([F:24])=[CH:20][N:19]=4)=[N:14][O:15][C:16]=3[CH3:17])[CH:9]=2)=[O:4])[CH2:27]1. Procedure details: As described for example 17e, 5-[3-(5-fluoro-pyridin-2-yl)-5-methyl-isoxazol-4-ylmethoxy]-2H-pyrazole-3-carboxylic acid methyl ester (100 mg, 0.3 mmol) was converted, using rac-3-aminotetrahydrofuran instead of 2,2,2-trifluoroethylamine, to the title compound (46 mg, 40%) which was obtained as a white solid. MS: m/e=388.2 [M+H]+. Starting materials: [BH4-].[K+] (potassium borohydride), C(C1=CC=CC=C1)(C1=CC=CC=C1)OC(=O)C1=C(CS[C@H]2N1C([C@H]2NC(COC2=CC=CC=C2)=O)=O)N2CCCC2 (7β-phenoxyacetylamino-3-pyrrolidino-3-cephem-4-carboxylic acid benzhydryl ester). Solvent: CN(C=O)C (dimethyl formamide), C(Cl)Cl (methylene chloride), C(C)O (ethanol), C(C)(=O)O (acetic acid). Reaction conditions: time 36 hour. The product is C(C1=CC=CC=C1)(C1=CC=CC=C1)OC(=O)C1=CCS[C@H]2N1C([C@H]2NC(COC2=CC=CC=C2)=O)=O (7β-phenoxyacetylamino-3-cephem-4-carboxylic acid benzhydryl ester). As a reaction SMILES: [BH4-].[K+].[CH:3]([O:16][C:17]([C:19]1[N:24]2[C:25](=[O:38])[C@@H:26]([NH:27][C:28](=[O:37])[CH2:29][O:30][C:31]3[CH:36]=[CH:35][CH:34]=[CH:33][CH:32]=3)[C@H:23]2[S:22][CH2:21][C:20]=1N1CCCC1)=[O:18])([C:10]1[CH:15]=[CH:14][CH:13]=[CH:12][CH:11]=1)[C:4]1[CH:9]=[CH:8][CH:7]=[CH:6][CH:5]=1>CN(C)C=O.C(Cl)Cl.C(O)C.C(O)(=O)C>[CH:3]([O:16][C:17]([C:19]1[N:24]2[C:25](=[O:38])[C@@H:26]([NH:27][C:28](=[O:37])[CH2:29][O:30][C:31]3[CH:36]=[CH:35][CH:34]=[CH:33][CH:32]=3)[C@H:23]2[S:22][CH2:21][CH:20]=1)=[O:18])([C:10]1[CH:11]=[CH:12][CH:13]=[CH:14][CH:15]=1)[C:4]1[CH:5]=[CH:6][CH:7]=[CH:8][CH:9]=1 |f:0.1|. Procedure: While cooling with ice, a solution of 5.4 g (100 mmols) of potassium borohydride in 50 ml of dimethyl formamide is added over 1 hour to a solution of 11.4 g (20 mmols) of 7β-phenoxyacetylamino-3-pyrrolidino-3-cephem-4-carboxylic acid benzhydryl ester in 50 ml of methylene chloride, 50 ml of ethanol and 50 ml of glacial acetic acid. The mixture is then stirred for 36 hours at room temperature, concentrated to half its volume, diluted with ice-water, and extracted several times with methylene chlo... RXN SMILES: [CH2:1]([C:3]1[C:4]([NH2:13])=[C:5]([S:9]([NH2:12])(=[O:11])=[O:10])[CH:6]=[CH:7][CH:8]=1)[CH3:2].[Cl:14]N1C(=O)CCC1=O.C1(=O)NC(=O)CC1.[K+].[Br-]>C(#N)C.C(OCC)(=O)C>[Cl:14][C:7]1[CH:8]=[C:3]([CH2:1][CH3:2])[C:4]([NH2:13])=[C:5]([S:9]([NH2:12])(=[O:10])=[O:11])[CH:6]=1 |f:3.4|. Procedure: To a solution of 3-ethyl-2-aminobenzenesulfonamide (0.5043 g, 2.52 mmol) in 10 mL acetonitrile was added N-chlorosuccinimide (0.3163 g, 2.37 mmol). The mixture was stirred at reflux for 1 2.5 h, cooled, filtered, and concentrated in vacuo. Reaction was incomplete by 1H NMR; the purple solids were redissolved in acetonitrile and additional NCS (0.1019 g, 0.76 mmol) was added. The mixture was refluxed for 1 5 minutes and worked up as before. Column chromatography on the mixture of succinimide and ... Product: ClC=1C=C(C(=C(C1)S(=O)(=O)N)N)CC (5-chloro-3-ethyl-2-aminobenzenesulfonamide). Reactants: [K+].[Br-] (KBr), C1(CCC(N1)=O)=O (succinimide), C(C)C=1C(=C(C=CC1)S(=O)(=O)N)N (3-ethyl-2-aminobenzenesulfonamide), ClN1C(CCC1=O)=O (N-chlorosuccinimide), C1CC(=O)N(C1=O)Cl (NCS). Run in hexanes, C(C)(=O)OCC (ethyl acetate), C(C)#N (acetonitrile), C(C)#N (acetonitrile). The reactants are ClC(C(=O)N(C)C)C (2-chloro N,N-dimethylpropionamide), C1(=CC=CC=C1)C1=NNC=C1 (3-phenylpyrazole), CC=1C(=NNC1)C1=CC=CC=C1 (4-methyl-3-phenylpyrazole). The product is C1(CCCCC1)C(C(=O)N(C)C)N1N=C(C=C1)C1=CC=CC=C1 (α-cyclohexyl-N,N-dimethyl-3-phenylpyrazole-1-acetamide). RXN SMILES: Cl[CH:2]([CH3:8])[C:3]([N:5]([CH3:7])[CH3:6])=[O:4].[C:9]1([C:15]2[CH:19]=[CH:18][NH:17][N:16]=2)[CH:14]=[CH:13][CH:12]=[CH:11][CH:10]=1.[CH3:20][C:21]1[C:22]([C:26]2C=CC=C[CH:27]=2)=NNC=1>>[CH:8]1([CH:2]([N:17]2[CH:18]=[CH:19][C:15]([C:9]3[CH:10]=[CH:11][CH:12]=[CH:13][CH:14]=3)=[N:16]2)[C:3]([N:5]([CH3:7])[CH3:6])=[O:4])[CH2:27][CH2:26][CH2:22][CH2:21][CH2:20]1. Procedure: Following the procedure of Example 1, but substituting α-bromo-N,N-dimethyl-1-cyclohexaneacetamide for 2-chloro N,N-dimethylpropionamide and 3-phenylpyrazole for 4-methyl-3-phenylpyrazole there was obtained α-cyclohexyl-N,N-dimethyl-3-phenylpyrazole-1-acetamide having a melting point of 87.5°-90° C.